From a dataset of the Open Reaction Database (ORD), a public repository of structured organic reaction records. describe an organic reaction: reactants, conditions, products, and yield The reactants are BrCC1=C(C(=O)OCC)C=CN=C1Cl (ethyl 3-(bromomethyl)-2-chloroisonicotinate), Cl.CC1=CC(=NC=C1OCC(F)(F)F)C(C)N (1-(4-methyl-5-(2,2,2-trifluoroethoxy)pyridin-2-yl)ethanamine hydrochloride). Product: ClC1=NC=CC2=C1CN(C2=O)C(C)C2=NC=C(C(=C2)C)OCC(F)(F)F (4-chloro-2-(1-(4-methyl-5-(2,2,2-trifluoroethoxy)pyridin-2-yl)ethyl)-2,3-dihydro-1H-pyrrolo[3,4-c]pyridin-1-one). The yield is 78.0%. Reaction SMILES: Br[CH2:2][C:3]1[C:13]([Cl:14])=[N:12][CH:11]=[CH:10][C:4]=1[C:5]([O:7]CC)=O.Cl.[CH3:16][C:17]1[C:22]([O:23][CH2:24][C:25]([F:28])([F:27])[F:26])=[CH:21][N:20]=[C:19]([CH:29]([NH2:31])[CH3:30])[CH:18]=1>>[Cl:14][C:13]1[C:3]2[CH2:2][N:31]([CH:29]([C:19]3[CH:18]=[C:17]([CH3:16])[C:22]([O:23][CH2:24][C:25]([F:28])([F:26])[F:27])=[CH:21][N:20]=3)[CH3:30])[C:5](=[O:7])[C:4]=2[CH:10]=[CH:11][N:12]=1 |f:1.2|. Reported procedure: The title compound is prepared in 78% yield (320 mg, pale brown solid) from ethyl 3-(bromomethyl)-2-chloroisonicotinate (300 mg, 1.1 mmol, Step-1 of Intermediate-1) and 1-(4-methyl-5-(2,2,2-trifluoroethoxy)pyridin-2-yl)ethanamine hydrochloride (330 mg, 1.1 mmol, Amine-49, single enantiomer) in a similar manner to Intermediate-2.